Dataset: the Open Reaction Database (ORD), a public repository of structured organic reaction records. Task: describe an organic reaction: reactants, conditions, products, and yield Starting materials: C(CCCCC)OC=1C(=NC=CC1)C(=O)OCCCCCC (hexyl 3-hexyloxypicolinate), [OH-].[K+] (potassium hydroxide). The solvent is CO (methanol). Yields the product C(CCCCC)OC=1C(=NC=CC1)C(=O)O (3-hexyloxypicolinic acid). Yield: 111.1%. RXN SMILES: [CH2:1]([O:7][C:8]1[C:9]([C:14]([O:16]CCCCCC)=[O:15])=[N:10][CH:11]=[CH:12][CH:13]=1)[CH2:2][CH2:3][CH2:4][CH2:5][CH3:6].[OH-].[K+]>CO>[CH2:1]([O:7][C:8]1[C:9]([C:14]([OH:16])=[O:15])=[N:10][CH:11]=[CH:12][CH:13]=1)[CH2:2][CH2:3][CH2:4][CH2:5][CH3:6] |f:1.2|. Procedure: In 10 ml of methanol was dissolved 2.50 g (8.1 mmol) of hexyl 3-hexyloxypicolinate and 10 ml of a 10% potassium hydroxide solution was added thereto, followed by refluxing for 1.5 hours. The solvent was distilled off under a reduced pressure and the residue was dissolved in 30 ml of water and, after the pH of the solution was adjusted to about 2 with 6N hydrochloric acid, was extracted with dichloromethane. After drying over anhydrous sodium sulfate, the solvent was distilled off to obtain 2.01 ...